Dataset: the Open Reaction Database (ORD), a public repository of structured organic reaction records. Task: describe an organic reaction: reactants, conditions, products, and yield The reactants are BrC1=C(C=CC=C1)F (1-bromo-2-fluorobenzene), C(C)(C)(C)[Li] (t-butyl lithium), NC=1N=C2N(C=C(C=C2)C(N(OC)C)=O)C1C1=CC=CC=C1 (2-amino-3-phenyl-6-(N-methyl-N-methoxycarbamoyl)imidazo[1,2-a]pyridine), O (H2O). Solvent: C1CCOC1 (THF), C1CCOC1 (THF). Run at temperature -78 celsius, time 50 minute. The product is NC=1N=C2N(C=C(C=C2)C(C2=C(C=CC=C2)F)=O)C1C1=CC=CC=C1 (2-Amino-3-phenyl-6-(2-fluorobenzoyl)-imidazo[1,2-a]pyridine). The yield is 50.7%. Reaction SMILES: Br[C:2]1[CH:7]=[CH:6][CH:5]=[CH:4][C:3]=1[F:8].C([Li])(C)(C)C.[NH2:14][C:15]1[N:16]=[C:17]2[CH:22]=[CH:21][C:20]([C:23](=[O:28])N(C)OC)=[CH:19][N:18]2[C:29]=1[C:30]1[CH:35]=[CH:34][CH:33]=[CH:32][CH:31]=1.O>C1COCC1>[NH2:14][C:15]1[N:16]=[C:17]2[CH:22]=[CH:21][C:20]([C:23](=[O:28])[C:2]3[CH:7]=[CH:6][CH:5]=[CH:4][C:3]=3[F:8])=[CH:19][N:18]2[C:29]=1[C:30]1[CH:31]=[CH:32][CH:33]=[CH:34][CH:35]=1. Procedure: To a solution of 1-bromo-2-fluorobenzene (191 mL, 1.75mmol) in dry THF (2 mL) under an argon atmosphere was added t-butyl lithium dropwise. After stirring for 50 minutes at −78° C., a solution of 2-amino-3-phenyl-6-(N-methyl-N-methoxycarbamoyl)imidazo[1,2-a]pyridine (148 mg, 0.5 mmol) in dry THF (3 mL) was added. The resulting red-orange solution was stirred at the same temperature for another 50 minutes and then allowed to warm to RT. The solution was poured into H2O (20 mL) and extracted with ...